Dataset: the Open Reaction Database (ORD), a public repository of structured organic reaction records. Task: describe an organic reaction: reactants, conditions, products, and yield Reactants: [Al+3], C1CCOC1, CCOC(C)=O, COC(=O)c1cnccc1C(F)(F)F, [H-], [H-], [H-], [H-], [Li+], O. Yields the product OCc1cnccc1C(F)(F)F. Reaction SMILES: [Al+3:2].[CH2:28]1[O:29][CH2:30][CH2:31][CH2:32]1.[CH3:21][CH2:22][O:23][C:24](=[O:25])[CH3:26].[F:7][C:8]([c:9]1[cH:10][cH:11][n:12][cH:13][c:14]1[C:15](=[O:16])[O:17][CH3:18])([F:19])[F:20].[H-:1].[H-:4].[H-:5].[H-:6].[Li+:3].[OH2:27]>>[F:7][C:8]([c:9]1[cH:10][cH:11][n:12][cH:13][c:14]1[CH2:15][OH:16])([F:19])[F:20]. Starting materials: CC1=C(C(=O)O)C(c2cccc(Cl)c2)NC(=O)N1, CN(C)C=O, NCC=Cc1ccccc1. Product: CC1=C(C(=O)NCC=Cc2ccccc2)C(c2cccc(Cl)c2)NC(=O)N1. As a reaction SMILES: [Cl:1][c:2]1[cH:3][c:4]([CH:8]2[NH:9][C:10](=[O:18])[NH:11][C:12]([CH3:17])=[C:13]2[C:14](=[O:15])[OH:16])[cH:5][cH:6][cH:7]1.[O:29]=[CH:30][N:31]([CH3:32])[CH3:33].[c:19]1([CH:25]=[CH:26][CH2:27][NH2:28])[cH:20][cH:21][cH:22][cH:23][cH:24]1>>[Cl:1][c:2]1[cH:3][c:4]([CH:8]2[NH:9][C:10](=[O:18])[NH:11][C:12]([CH3:17])=[C:13]2[C:14](=[O:16])[NH:28][CH2:27][CH:26]=[CH:25][c:19]2[cH:20][cH:21][cH:22][cH:23][cH:24]2)[cH:5][cH:6][cH:7]1.